This data is from the Open Reaction Database (ORD), a public repository of structured organic reaction records. The task is: describe an organic reaction: reactants, conditions, products, and yield Reactants: B(Br)(Br)Br (boron tribromide), Cl (HCl), COC=1C=C2C=CC(=C(C2=CC1)OC1=CC=C(OCCN2CCCCC2)C=C1)C=1SC=CC1 (1-(2-(4-(6-methoxy-2-(thiophen-2-yl)naphthalen-1-yloxy)phenoxy)ethyl)piperidine). Solvent: C(C)#N (ACN), ClCCl (dichloromethane), ClCCl (dichloromethane), O (water). Reaction conditions: temperature 0 celsius, time 2.5 hour. Yields the product Cl.N1(CCCCC1)CCOC1=CC=C(OC2=C3C=CC(=CC3=CC=C2C=2SC=CC2)O)C=C1 (5-(4-(2-(piperidin-1-yl)ethoxy)phenoxy)-6-(thiophen-2-yl)naphthalen-2-ol hydrochloride). Isolated yield 54.5%. Reaction SMILES: C[O:2][C:3]1[CH:4]=[C:5]2[C:10](=[CH:11][CH:12]=1)[C:9]([O:13][C:14]1[CH:28]=[CH:27][C:17]([O:18][CH2:19][CH2:20][N:21]3[CH2:26][CH2:25][CH2:24][CH2:23][CH2:22]3)=[CH:16][CH:15]=1)=[C:8]([C:29]1[S:30][CH:31]=[CH:32][CH:33]=1)[CH:7]=[CH:6]2.[ClH:34].B(Br)(Br)Br>ClCCl.C(#N)C.O>[ClH:34].[N:21]1([CH2:20][CH2:19][O:18][C:17]2[CH:16]=[CH:15][C:14]([O:13][C:9]3[C:8]([C:29]4[S:30][CH:31]=[CH:32][CH:33]=4)=[CH:7][CH:6]=[C:5]4[C:10]=3[CH:11]=[CH:12][C:3]([OH:2])=[CH:4]4)=[CH:28][CH:27]=2)[CH2:26][CH2:25][CH2:24][CH2:23][CH2:22]1 |f:6.7|. Reported procedure: Dissolve 1-(2-(4-(6-methoxy-2-(thiophen-2-yl)naphthalen-1-yloxy)phenoxy)ethyl)piperidine (100 mg, 0.22 mmol) in dichloromethane and treat with HCl (1M in ether; 220 μL, 0.22 mmol). Concentrate in vacuo to give a yellow solid and add dichloromethane (7.3 mL). Cool the resulting solution to 0° C. and add boron tribromide (1M in dichloromethane; 870 μL, 0.87 mmol). Stir the resulting mixture at 0° C. for 2.5 hours. Quench the mixture with saturated aqueous sodium bicarbonate and allow to warm to ro... Starting materials: CN(C(=O)C1=CC2=CN=C3C=CC=C(S1)N32)CC3CCN(CC3)CCCC3=CC=CC=C3 (N-methyl-N-[1-(3-phenylpropan-1-yl)piperidin-4-ylmethyl]-5-thia-1,8b-diazaacenaphthylene-4-carboxamide), Cl.CO (HCl methanol). The solvent is C(C)O (ethanol). Run at time 20 minute. The product is Cl.Cl.CN(C(=O)C1=CC2=CN=C3C=CC=C(S1)N32)CC3CCN(CC3)CCCC3=CC=CC=C3 (N-methyl-N-[1-(3-phenylpropan-1-yl)piperidin-4-ylmethyl]-5-thia-1,8b-diazaacenaphthylene-4-carboxamide Dihydrochloride). RXN SMILES: [CH3:1][N:2]([CH2:17][CH:18]1[CH2:23][CH2:22][N:21]([CH2:24][CH2:25][CH2:26][C:27]2[CH:32]=[CH:31][CH:30]=[CH:29][CH:28]=2)[CH2:20][CH2:19]1)[C:3]([C:5]1[S:15][C:14]2[N:16]3[C:7](=[CH:8][N:9]=[C:10]3[CH:11]=[CH:12][CH:13]=2)[CH:6]=1)=[O:4].[ClH:33].CO>C(O)C>[ClH:33].[ClH:33].[CH3:1][N:2]([CH2:17][CH:18]1[CH2:19][CH2:20][N:21]([CH2:24][CH2:25][CH2:26][C:27]2[CH:28]=[CH:29][CH:30]=[CH:31][CH:32]=2)[CH2:22][CH2:23]1)[C:3]([C:5]1[S:15][C:14]2[N:16]3[C:7](=[CH:8][N:9]=[C:10]3[CH:11]=[CH:12][CH:13]=2)[CH:6]=1)=[O:4] |f:1.2,4.5.6|. Reported procedure: To a solution of 346.1 mg (0.77 mM) of N-methyl-N-[1-(3-phenylpropan-1-yl)piperidin-4-ylmethyl]-5-thia-1,8b-diazaacenaphthylene-4-carboxamide in ethanol (4 ml) was added 2.0 ml (8.0 mM) of 4N-HCl/methanol and the mixture was stirred at room temperature for 20 minutes. The solvent was then distilled off under reduced pressure to provide the title compound. The reactants are CN1C=C(C=CC1=O)C(C[C@@H](C1=C(C=CC=C1)C)C1=CC=C(C=C1)N1CCC(CC1)C(=O)O)=O ((R)-1-(4-(3-(1-methyl-6-oxo-1,6-dihydropyridin-3-yl)-3-oxo-1-o-tolylpropyl)phenyl)piperidine-4-carboxylic acid), Cl.NO (hydroxylamine hydrochloride), C(O)([O-])=O.[Na+] (sodium hydrogencarbonate), Cl.NO (hydroxylamine hydrochloride), C(O)([O-])=O.[Na+] (sodium hydrogencarbonate). Solvent: C(C)O (ethanol), O (water). Run at temperature 120 celsius. The product is O\N=C(/C[C@@H](C1=C(C=CC=C1)C)C1=CC=C(C=C1)N1CCC(CC1)C(=O)[O-])\C1=CN(C(C=C1)=O)C.[Na+] (Sodium (R,E)-1-(4-(3-(hydroxyimino)-3-(1-methyl-6-oxo-1,6-dihydropyridin-3-yl)-1-o-tolylpropyl)phenyl)piperidine-4-carboxylate). The yield is 61.1%. RXN SMILES: [CH3:1][N:2]1[C:7](=[O:8])[CH:6]=[CH:5][C:4]([C:9](=O)[CH2:10][C@H:11]([C:19]2[CH:24]=[CH:23][C:22]([N:25]3[CH2:30][CH2:29][CH:28]([C:31]([OH:33])=[O:32])[CH2:27][CH2:26]3)=[CH:21][CH:20]=2)[C:12]2[CH:17]=[CH:16][CH:15]=[CH:14][C:13]=2[CH3:18])=[CH:3]1.Cl.[NH2:36][OH:37].C(=O)([O-])O.[Na+:42]>C(O)C.O>[OH:37]/[N:36]=[C:9](/[C:4]1[CH:5]=[CH:6][C:7](=[O:8])[N:2]([CH3:1])[CH:3]=1)\[CH2:10][C@H:11]([C:19]1[CH:20]=[CH:21][C:22]([N:25]2[CH2:30][CH2:29][CH:28]([C:31]([O-:33])=[O:32])[CH2:27][CH2:26]2)=[CH:23][CH:24]=1)[C:12]1[CH:17]=[CH:16][CH:15]=[CH:14][C:13]=1[CH3:18].[Na+:42] |f:1.2,3.4,7.8|. Procedure: To a microwave vial was added (R)-1-(4-(3-(1-methyl-6-oxo-1,6-dihydropyridin-3-yl)-3-oxo-1-o-tolylpropyl)phenyl)piperidine-4-carboxylic acid (100 mg, 218 μmol), hydroxylamine hydrochloride (45.5 mg, 654 μmol) and sodium hydrogencarbonate (91.6 mg, 1.09 mmol) in ethanol (2 mL) and water (0.2 mL). The vial was capped and heated at 120° C. for 15 min, then hydroxylamine hydrochloride (45.5 mg, 654 μmol) and sodium hydrogencarbonate (91.6 mg, 1.09 mmol) were added again. The vial was capped and heat... The reactants are P(=O)(Cl)(Cl)Cl (phosphorous oxychloride), C1(=CC=CC=C1)C1=NCC=2N(C3=C1C=C(C=C3)Cl)C(=NN2)C(=O)N (6-phenyl-8-chloro-4H-s-triazolo[4,3-a] [1,4]benzodiazepine-1-carboxamide), C(CCl)Cl (ethylene chloride). Run in CN(C=O)C (dimethylformamide). Yields the product C1(=CC=CC=C1)C1=NCC=2N(C3=C1C=C(C=C3)Cl)C(=NN2)C#N (6-phenyl-8-chloro-4H-s-triazolo [4,3-a][1,4]benzodiazepine-1-carbonitrile). Reaction SMILES: P(Cl)(Cl)(Cl)=O.[C:6]1([C:12]2[C:18]3[CH:19]=[C:20]([Cl:23])[CH:21]=[CH:22][C:17]=3[N:16]3[C:24]([C:27]([NH2:29])=O)=[N:25][N:26]=[C:15]3[CH2:14][N:13]=2)[CH:11]=[CH:10][CH:9]=[CH:8][CH:7]=1.C(Cl)CCl>CN(C)C=O>[C:6]1([C:12]2[C:18]3[CH:19]=[C:20]([Cl:23])[CH:21]=[CH:22][C:17]=3[N:16]3[C:24]([C:27]#[N:29])=[N:25][N:26]=[C:15]3[CH2:14][N:13]=2)[CH:7]=[CH:8][CH:9]=[CH:10][CH:11]=1. Reported procedure: 4 ml of phosphorous oxychloride is added to a solution of 1.69 g (0.005 mole) of 6-phenyl-8-chloro-4H-s-triazolo[4,3-a] [1,4]benzodiazepine-1-carboxamide in 5 ml of dimethylformamide, and stirring maintained for 10 minutes at 80°. The reaction mixture is then poured on ice and extraced with ethylene chloride. The extract is washed with water and saturated sodium chloride solution, dried over magnesium sulphate and concentrated by evaporation. The residue is chromatographed on silica gel with the...